Task: describe an organic reaction: reactants, conditions, products, and yield. Dataset: the Open Reaction Database (ORD), a public repository of structured organic reaction records As a reaction SMILES: [CH2:1]([c:2]1[cH:3][cH:4][cH:5][cH:6][cH:7]1)[c:8]1[c:9]([CH2:14][CH:15]=[CH:16][c:17]2[cH:18][cH:19][c:20]([C:21](=[O:22])[OH:23])[cH:24][cH:25]2)[cH:10][cH:11][cH:12][cH:13]1.[CH2:28]1[O:29][CH2:30][CH2:31][CH2:32]1.[H:26][H:27]>>[CH2:1]([c:2]1[cH:3][cH:4][cH:5][cH:6][cH:7]1)[c:8]1[c:9]([CH2:14][CH2:15][CH2:16][c:17]2[cH:18][cH:19][c:20]([C:21](=[O:22])[OH:23])[cH:24][cH:25]2)[cH:10][cH:11][cH:12][cH:13]1. Starting materials: O=C(O)c1ccc(C=CCc2ccccc2Cc2ccccc2)cc1, C1CCOC1, [H][H]. Product: O=C(O)c1ccc(CCCc2ccccc2Cc2ccccc2)cc1.